From a dataset of the Open Reaction Database (ORD), a public repository of structured organic reaction records. describe an organic reaction: reactants, conditions, products, and yield Reactants: NC1=C(C=C2CCCC2=C1)C#N (6-aminoindane-5-carbonitrile), N(=O)OCCC(C)C (isoamyl nitrite), [I-] (iodide). Run at time 0.5 hour. Yields the product IC1=C(C=C2CCCC2=C1)C#N (6-iodoindane-5-carbonitrile). The yield is 48.1%. RXN SMILES: N[C:2]1[CH:10]=[C:9]2[C:5]([CH2:6][CH2:7][CH2:8]2)=[CH:4][C:3]=1[C:11]#[N:12].N(OCCC(C)C)=O.[I-:21]>>[I:21][C:2]1[CH:10]=[C:9]2[C:5]([CH2:6][CH2:7][CH2:8]2)=[CH:4][C:3]=1[C:11]#[N:12]. Procedure: A mixture of 6-aminoindane-5-carbonitrile (48.5 mg, 0.307 mmol), isoamyl nitrite (82 μL, 0.614 mmol) and iodide (85.7 mg, 0.338 mmol) was stirred at room temperature for 0.5 h. The mixture was then heated at 80° C. under N2 for 2 h. The reaction mixture was quenched with saturated Na2S2O3 and partitioned between dichloromethane and water. The organic layer was dried (Na2SO4) and concentrated in vacuo. The residue was purified by flash chromatography (Si, 1% EtOAc in hexanes) to yield 6-iodoindan... The reactants are C(C)OC1=CC=C(C=C1)CC=1C(=NNC1C)O[C@H]1[C@H](O)[C@@H](O)[C@H](O)[C@H](O1)CO (4-[(4-ethoxyphenyl)methyl]-3-(β-D-glucopyranosyloxy)-5-methyl-1H-pyrazole), ICC (iodoethane). Procedure details: The title compound was prepared in a similar manner to that described in Reference Example 63 using 4-[(4-ethoxyphenyl)methyl]-3-(β-D-glucopyranosyloxy)-5-methyl-1H-pyrazole instead of 3-(β-D-glucopyranosyloxy)-4-[(4-isopropoxyphenyl)methyl]-5-methyl-1H-pyrazole and using iodoethane instead of 1-iodopropane. As a reaction SMILES: [CH2:1]([O:3][C:4]1[CH:9]=[CH:8][C:7]([CH2:10][C:11]2[C:12]([O:17][C@@H:18]3[O:26][C@H:25]([CH2:27][OH:28])[C@@H:23]([OH:24])[C@H:21]([OH:22])[C@H:19]3[OH:20])=[N:13][NH:14][C:15]=2[CH3:16])=[CH:6][CH:5]=1)[CH3:2].I[CH2:30][CH3:31]>>[CH2:30]([N:14]1[C:15]([CH3:16])=[C:11]([CH2:10][C:7]2[CH:8]=[CH:9][C:4]([O:3][CH2:1][CH3:2])=[CH:5][CH:6]=2)[C:12]([O:17][C@@H:18]2[O:26][C@H:25]([CH2:27][OH:28])[C@@H:23]([OH:24])[C@H:21]([OH:22])[C@H:19]2[OH:20])=[N:13]1)[CH3:31]. The product is C(C)N1N=C(C(=C1C)CC1=CC=C(C=C1)OCC)O[C@H]1[C@H](O)[C@@H](O)[C@H](O)[C@H](O1)CO (1-Ethyl-4-[(4-ethoxyphenyl)methyl]-3-(β-D-glucopyranosyloxy)-5-methylpyrazole). The reactants are [OH-].[Na+] (NaOH), Cl.N[C@H](CNC(=O)C1=NC(=C(N=C1N)N)Cl)CCC (3,5-Diamino-6-chloro-pyrazine-2-carboxylic acid ((S)-2-amino-pentyl)-amide hydrochloride), COC1=CC=C(C=C1)CCC=O (3-(4-methoxyphenyl)propionaldehyde), C(C)(=O)O[BH-](OC(C)=O)OC(C)=O.[Na+] (sodium triacetoxyborohydride). The solvent is C(Cl)Cl (DCM), C(Cl)Cl (DCM). Yields the product Cl.COC1=CC=C(C=C1)CCCN[C@H](CNC(=O)C1=NC(=C(N=C1N)N)Cl)CCC (3,5-Diamino-6-chloro-pyrazine-2-carboxylic acid {(S)-2-[3-(4-methoxy-phenyl)-propylamino]-pentyl}-amide hydrochloride). RXN SMILES: Cl.[NH2:2][C@@H:3]([CH2:17][CH2:18][CH3:19])[CH2:4][NH:5][C:6]([C:8]1[C:13]([NH2:14])=[N:12][C:11]([NH2:15])=[C:10]([Cl:16])[N:9]=1)=[O:7].[CH3:20][O:21][C:22]1[CH:27]=[CH:26][C:25]([CH2:28][CH2:29][CH:30]=O)=[CH:24][CH:23]=1.C(O[BH-](OC(=O)C)OC(=O)C)(=O)C.[Na+].[OH-].[Na+]>C(Cl)Cl>[ClH:16].[CH3:20][O:21][C:22]1[CH:27]=[CH:26][C:25]([CH2:28][CH2:29][CH2:30][NH:2][C@@H:3]([CH2:17][CH2:18][CH3:19])[CH2:4][NH:5][C:6]([C:8]2[C:13]([NH2:14])=[N:12][C:11]([NH2:15])=[C:10]([Cl:16])[N:9]=2)=[O:7])=[CH:24][CH:23]=1 |f:0.1,3.4,5.6,8.9|. Reported procedure: 3,5-Diamino-6-chloro-pyrazine-2-carboxylic acid ((S)-2-amino-pentyl)-amide hydrochloride (400 mg, 1.467 mmol), 3-(4-methoxyphenyl)propionaldehyde (181 mg, 1.103 mmol) and sodium triacetoxyborohydride (467 mg, 2.205 mmol) are dissolved in DCM (150 mL). The reaction mixture is stirred at reflux overnight. To the reaction mixture is added 1 M NaOH solution (50 mL) and DCM (50 mL). The organic phase is separated and the aqueous phase is extracted once with DCM. The combined organic phases are washed... As a reaction SMILES: Br[C:2]1[S:3][C:4]([NH:32]C(=O)OC(C)(C)C)=[C:5]([C:7](=[O:31])[NH:8][C:9]2[CH:10]=[N:11][N:12]([CH3:30])[C:13]=2[C@@H:14]2[CH2:20][CH2:19][C@@H:18]([NH:21]C(OC(C)(C)C)=O)[C@H:17]([F:29])[CH2:16][O:15]2)[N:6]=1.[F:40][C:41]1[C:42]([C:50]([F:53])([F:52])[F:51])=[C:43](B(O)O)[CH:44]=[CH:45][CH:46]=1>>[NH2:32][C:4]1[S:3][C:2]([C:43]2[CH:44]=[CH:45][CH:46]=[C:41]([F:40])[C:42]=2[C:50]([F:51])([F:53])[F:52])=[N:6][C:5]=1[C:7]([NH:8][C:9]1[CH:10]=[N:11][N:12]([CH3:30])[C:13]=1[C@@H:14]1[CH2:20][CH2:19][C@@H:18]([NH2:21])[C@H:17]([F:29])[CH2:16][O:15]1)=[O:31]. Procedure: Following the procedure for Example 101 starting from tert-butyl N-[2-bromo-4-[[5-[(2S,5R,6S)-5-(tert-butoxycarbonylamino)-6-fluoro-oxepan-2-yl]-1-methyl-pyrazol-4-yl]carbamoyl]thiazol-5-yl]carbamate (Intermediate 95), and replacing 3,6-dihydro-2H-pyran-4-boronic acid pinacol ester with (3-fluoro-2-(trifluoromethyl)phenyl)boronic acid gave 336. 1H NMR (400 MHz, DMSO-d6) δ 9.13 (s, 1H), 7.85-7.77 (m, 1H), 7.72 (s, 1H), 7.66-7.57 (m, 1H), 7.54 (d, J=7.8 Hz, 1H), 7.44 (s, 2H), 4.81-4.73 (m, 1H), 4.... The product is NC1=C(N=C(S1)C1=C(C(=CC=C1)F)C(F)(F)F)C(=O)NC=1C=NN(C1[C@H]1OC[C@H]([C@@H](CC1)N)F)C (5-amino-N-(5-((2S,5R,6S)-5-amino-6-fluorooxepan-2-yl)-1-methyl-1H-pyrazol-4-yl)-2-(3-fluoro-2-(trifluoromethyl)phenyl)thiazole-4-carboxamide). The reactants are BrC=1SC(=C(N1)C(NC=1C=NN(C1[C@H]1OC[C@H]([C@@H](CC1)NC(=O)OC(C)(C)C)F)C)=O)NC(OC(C)(C)C)=O (tert-butyl N-[2-bromo-4-[[5-[(2S,5R,6S)-5-(tert-butoxycarbonylamino)-6-fluoro-oxepan-2-yl]-1-methyl-pyrazol-4-yl]carbamoyl]thiazol-5-yl]carbamate), BrC=1SC(=C(N1)C(NC=1C=NN(C1[C@H]1OC[C@H]([C@@H](CC1)NC(=O)OC(C)(C)C)F)C)=O)NC(OC(C)(C)C)=O (tert-butyl N-[2-bromo-4-[[5-[(2S,5R,6S)-5-(tert-butoxycarbonylamino)-6-fluoro-oxepan-2-yl]-1-methyl-pyrazol-4-yl]carbamoyl]thiazol-5-yl]carbamate), FC=1C(=C(C=CC1)B(O)O)C(F)(F)F ((3-fluoro-2-(trifluoromethyl)phenyl)boronic acid). Starting materials: C(C)OC(=O)C1=C(C=2C=NC=C(C2S1)F)NC1=C(C=C(C=C1)[Si](C)(C)C)F (7-fluoro-3-(2-fluoro-4-trimethylsilanyl-phenylamino)-thieno[3,2-c]pyridine-2-carboxylic acid ethyl ester), ICl (iodine monochloride). Run in C(Cl)Cl (DCM). Reaction conditions: temperature 0 celsius, time 1 hour. The product is C(C)OC(=O)C1=C(C=2C=NC=C(C2S1)F)NC1=C(C=C(C=C1)I)F (7-Fluoro-3-(2-fluoro-4-iodo-phenylamino)-thieno[3,2-c]pyridine-2-carboxylic acid ethyl ester). Isolated yield 96.0%. Reaction SMILES: [CH2:1]([O:3][C:4]([C:6]1[S:14][C:13]2[C:12]([F:15])=[CH:11][N:10]=[CH:9][C:8]=2[C:7]=1[NH:16][C:17]1[CH:22]=[CH:21][C:20]([Si](C)(C)C)=[CH:19][C:18]=1[F:27])=[O:5])[CH3:2].[I:28]Cl>C(Cl)Cl>[CH2:1]([O:3][C:4]([C:6]1[S:14][C:13]2[C:12]([F:15])=[CH:11][N:10]=[CH:9][C:8]=2[C:7]=1[NH:16][C:17]1[CH:22]=[CH:21][C:20]([I:28])=[CH:19][C:18]=1[F:27])=[O:5])[CH3:2]. Reported procedure: To a cooled (0° C.) solution of 7-fluoro-3-(2-fluoro-4-trimethylsilanyl-phenylamino)-thieno[3,2-c]pyridine-2-carboxylic acid ethyl ester (330 mg, 0.81 mmol) in DCM (10 mL) was added iodine monochloride (1M in DCM, 1.6 mL, 1.6 mmol) dropwise. On complete addition the mixture was allowed to stir at 0° C. for 1 hour then quenched by the addition of saturated sodium thiosulphate solution (10 mL). The mixture was stirred vigorously for 10 min and partitioned between ethyl acetate and water. The organ... Reactants: cuprous oxide, IC1=CC=CC=C1 (iodobenzene), C([O-])([O-])=O.[Cs+].[Cs+] (caesium carbonate), Chxn-Py-Al, C1(=CC=CC=C1)S(=O)(=O)N (benzenesulphonamide). Solvent: CN(C)C=O (DMF). The product is C1(=CC=CC=C1)NS(=O)(=O)C1=CC=CC=C1 (N-phenylbenzenesulphonamide). Reaction SMILES: [C:1]1([S:7]([NH2:10])(=[O:9])=[O:8])[CH:6]=[CH:5][CH:4]=[CH:3][CH:2]=1.I[C:12]1[CH:17]=[CH:16][CH:15]=[CH:14][CH:13]=1.C(=O)([O-])[O-].[Cs+].[Cs+]>CN(C=O)C>[C:12]1([NH:10][S:7]([C:1]2[CH:6]=[CH:5][CH:4]=[CH:3][CH:2]=2)(=[O:9])=[O:8])[CH:17]=[CH:16][CH:15]=[CH:14][CH:13]=1 |f:2.3.4|. Procedure: Example 2.1 was repeated, using 14.4 mg of cuprous oxide (0.1 mmoles), 117 mg of Chxn-Py-Al (0.4 mmoles), 472 mg of benzenesulphonamide (3 mmoles), 224 μl of iodobenzene (2 mmoles), 1.04 g of caesium carbonate (3.2 mmoles), 600 mg of ground and activated 3 Å molecular sieve and 1.6 ml of DMF. The product is CCC(CCO)n1cc(-c2ncnc3c2ccn3COCC[Si](C)(C)C)cn1. Starting materials: CCC(CC=O)n1cc(-c2ncnc3c2ccn3COCC[Si](C)(C)C)cn1, CO, O. Reaction SMILES: [CH3:1][Si:2]([CH2:3][CH2:4][O:5][CH2:6][n:7]1[cH:8][cH:9][c:10]2[c:11]1[n:12][cH:13][n:14][c:15]2-[c:16]1[cH:17][n:18][n:19]([CH:21]([CH2:22][CH:23]=[O:24])[CH2:25][CH3:26])[cH:20]1)([CH3:27])[CH3:28].[CH3:29][OH:30].[OH2:31]>>[CH3:1][Si:2]([CH2:3][CH2:4][O:5][CH2:6][n:7]1[cH:8][cH:9][c:10]2[c:11]1[n:12][cH:13][n:14][c:15]2-[c:16]1[cH:17][n:18][n:19]([CH:21]([CH2:22][CH2:23][OH:24])[CH2:25][CH3:26])[cH:20]1)([CH3:27])[CH3:28]. The reactants are C([O-])([O-])=O.[K+].[K+] (potassium carbonate), NCCCOCCCCOCCCNC1=NC(=NC(=N1)OCC(F)(F)F)NC1=CC=C(C(=O)OC)C=C1 (methyl 4-(4-(3-(4-(3-aminopropoxy)butoxy)propylamino)-6-(2,2,2-trifluoroethoxy)-1,3,5-triazin-2-ylamino)benzoate), Cl (HCl). The solvent is O (water), CC(=O)C (acetone). Yields the product NCCCOCCCCOCCCNC1=NC(=NC(=N1)OCC(F)(F)F)NC1=CC=C(C(=O)O)C=C1 (4-(4-(3-(4-(3-aminopropoxy)butoxy)propylamino)-6-(2,2,2-trifluoroethoxy)-1,3,5-triazin-2-ylamino)benzoic acid). Yield: 28.6%. Reaction SMILES: [NH2:1][CH2:2][CH2:3][CH2:4][O:5][CH2:6][CH2:7][CH2:8][CH2:9][O:10][CH2:11][CH2:12][CH2:13][NH:14][C:15]1[N:20]=[C:19]([O:21][CH2:22][C:23]([F:26])([F:25])[F:24])[N:18]=[C:17]([NH:27][C:28]2[CH:37]=[CH:36][C:31]([C:32]([O:34]C)=[O:33])=[CH:30][CH:29]=2)[N:16]=1.C(=O)([O-])[O-].[K+].[K+].Cl>CC(C)=O.O>[NH2:1][CH2:2][CH2:3][CH2:4][O:5][CH2:6][CH2:7][CH2:8][CH2:9][O:10][CH2:11][CH2:12][CH2:13][NH:14][C:15]1[N:20]=[C:19]([O:21][CH2:22][C:23]([F:24])([F:26])[F:25])[N:18]=[C:17]([NH:27][C:28]2[CH:29]=[CH:30][C:31]([C:32]([OH:34])=[O:33])=[CH:36][CH:37]=2)[N:16]=1 |f:1.2.3|. Reported procedure: To a suspension of methyl 4-(4-(3-(4-(3-aminopropoxy)butoxy)propylamino)-6-(2,2,2-trifluoroethoxy)-1,3,5-triazin-2-ylamino)benzoate (0.1 g) in acetone (6 mL) was added potassium carbonate in water (6.00 mL). The mixture was heated to reflux for 16 hours. After cooling to r.t., the reaction solution was acidified with 1N HCl to pH=3. All the solvents were removed under vacuum. The residue was purified by prep. HPLC to give 4-(4-(3-(4-(3-aminopropoxy)butoxy)propylamino)-6-(2,2,2-trifluoroethoxy)-1... Reactants: C(CCCCC)N=C=O (n-hexyl isocyanate), ClC1=CC=C(C=C1)CCCCN1CCN(CC1)CCCS (3-{4-[4-(4-chlorophenyl)butyl]piperazin-1-yl}propanethiol). The solvent is C(Cl)Cl (methylene chloride). The product is Cl.Cl.C(CCCCC)NC(O)=SCCCN1CCN(CC1)CCCCC1=CC=C(C=C1)Cl (N-(n-hexyl)-S-{3-[4-[4-(4-chlorophenyl)butyl]piperazin-1-yl]propyl}thiocarbamate dihydrochloride). Yield: 99.8%. RXN SMILES: [CH2:1]([N:7]=[C:8]=[O:9])[CH2:2][CH2:3][CH2:4][CH2:5][CH3:6].[Cl:10][C:11]1[CH:16]=[CH:15][C:14]([CH2:17][CH2:18][CH2:19][CH2:20][N:21]2[CH2:26][CH2:25][N:24]([CH2:27][CH2:28][CH2:29][SH:30])[CH2:23][CH2:22]2)=[CH:13][CH:12]=1>C(Cl)Cl>[ClH:10].[ClH:10].[CH2:1]([NH:7][C:8](=[SH:30][CH2:29][CH2:28][CH2:27][N:24]1[CH2:25][CH2:26][N:21]([CH2:20][CH2:19][CH2:18][CH2:17][C:14]2[CH:15]=[CH:16][C:11]([Cl:10])=[CH:12][CH:13]=2)[CH2:22][CH2:23]1)[OH:9])[CH2:2][CH2:3][CH2:4][CH2:5][CH3:6] |f:3.4.5|. Procedure: The procedure described in Example 2 was followed, using 1.0 g of n-hexyl isocyanate, 2.6 g of 3-{4-[4-(4-chlorophenyl)butyl]piperazin-1-yl}propanethiol and 25 ml of methylene chloride, to give 1.4 g (32% of theory) of N-(n-hexyl)-S-{3-[4-[4-(4-chlorophenyl)butyl]piperazin-1-yl]propyl}thiocarbamate dihydrochloride as a white crystalline solid, M.p. 235°-245° C. (dec.). Reactants: [OH-].[Na+] (sodium hydroxide), [O-]C#N.[Na+] (sodium cyanate), C(C(O)C1=CC=CC=C1)(=O)O (mandelic acid), C=1C=CC2=C(C1)C=CC=3C=CC=CC3N2 (iminostilbene). Run in C1(=CC=CC=C1)C (toluene). The product is C=1C=CC2=C(C1)C=CC=3C=CC=CC3N2C(=O)N (carbamazepine). Isolated yield 90.0%. As a reaction SMILES: [CH:1]1[CH:2]=[CH:3][C:4]2[NH:15][C:14]3[CH:13]=[CH:12][CH:11]=[CH:10][C:9]=3[CH:8]=[CH:7][C:5]=2[CH:6]=1.[O-:16][C:17]#[N:18].[Na+].C(O)(=O)C(C1C=CC=CC=1)O.[OH-].[Na+]>C1(C)C=CC=CC=1>[CH:1]1[CH:2]=[CH:3][C:4]2[N:15]([C:17]([NH2:18])=[O:16])[C:14]3[CH:13]=[CH:12][CH:11]=[CH:10][C:9]=3[CH:8]=[CH:7][C:5]=2[CH:6]=1 |f:1.2,4.5|. Procedure details: A suspension of 10 g of iminostilbene in 100 ml toluene was treated with 20.2 g of sodium cyanate and 27.5 g of mandelic acid and was heated to reflux for about 10 hrs. The reaction mixture was cooled to room temperature and charged with sodium hydroxide solution and maintained for 8 hrs. The resulting suspension was filtered, washed with water and dried to give 11 g of carbamazepine.